From a dataset of the Open Reaction Database (ORD), a public repository of structured organic reaction records. describe an organic reaction: reactants, conditions, products, and yield Reactants: C(C)OC(=O)C=1C(=C2C(=C(N1)C#N)N(C=C2)CC2=C(C=CC=C2)F)OC(C)=O (4-acetoxy-7-cyano-1-(2-fluoro-benzyl)-1H-pyrrolo[2,3-c]pyridine-5-carboxylic acid ethyl ester), C1CC(=O)N(C1=O)Cl (NCS). Run in CC#N (MeCN). The product is C(C)OC(=O)C=1C(=C2C(=C(N1)C#N)N(C=C2Cl)CC2=C(C=CC=C2)F)OC(C)=O (4-Acetoxy-3-chloro-7-cyano-1-(2-fluoro-benzyl)-1H-pyrrolo[2,3-c]pyridine-5-carboxylic acid ethyl ester). Reaction SMILES: [CH2:1]([O:3][C:4]([C:6]1[C:7]([O:25][C:26](=[O:28])[CH3:27])=[C:8]2[CH:16]=[CH:15][N:14]([CH2:17][C:18]3[CH:23]=[CH:22][CH:21]=[CH:20][C:19]=3[F:24])[C:9]2=[C:10]([C:12]#[N:13])[N:11]=1)=[O:5])[CH3:2].C1C(=O)N([Cl:36])C(=O)C1>CC#N>[CH2:1]([O:3][C:4]([C:6]1[C:7]([O:25][C:26](=[O:28])[CH3:27])=[C:8]2[C:16]([Cl:36])=[CH:15][N:14]([CH2:17][C:18]3[CH:23]=[CH:22][CH:21]=[CH:20][C:19]=3[F:24])[C:9]2=[C:10]([C:12]#[N:13])[N:11]=1)=[O:5])[CH3:2]. Procedure details: Prepared in analogy to that of Example 124(b) from 4-acetoxy-7-cyano-1-(2-fluoro-benzyl)-1H-pyrrolo[2,3-c]pyridine-5-carboxylic acid ethyl ester and NCS in MeCN. The title compound, ESI MS (m/z): 416 (M+H)+. Reactants: CC=1N=C(SC1C(=O)OCC)N1C(N(CC1)C1=CC=CC=C1)=O (ethyl 4-methyl-2-(2-oxo-3-phenylimidazolidin-1-yl)thiazole-5-carboxylate), C(C)(=O)C1=C(N=C(S1)N1C(N(CC1)CC1=CC=C(C(=O)OC)C=C1)=O)C (methyl 4-((3-(5-acetyl-4-methylthiazol-2-yl)-2-oxoimidazolidin-1-yl)methyl)benzoate). Product: C(C)(=O)C1=C(N=C(S1)N1C(N(CC1)CC1=CC=C(C(=O)O)C=C1)=O)C (4-((3-(5-acetyl-4-methylthiazol-2-yl)-2-oxoimidazolidin-1-yl)methyl)benzoic acid). Yield: 85.0%. RXN SMILES: CC1N=C(N2CCN(C3C=CC=CC=3)C2=O)SC=1C(OCC)=O.[C:24]([C:27]1[S:31][C:30]([N:32]2[CH2:36][CH2:35][N:34]([CH2:37][C:38]3[CH:47]=[CH:46][C:41]([C:42]([O:44]C)=[O:43])=[CH:40][CH:39]=3)[C:33]2=[O:48])=[N:29][C:28]=1[CH3:49])(=[O:26])[CH3:25]>>[C:24]([C:27]1[S:31][C:30]([N:32]2[CH2:36][CH2:35][N:34]([CH2:37][C:38]3[CH:47]=[CH:46][C:41]([C:42]([OH:44])=[O:43])=[CH:40][CH:39]=3)[C:33]2=[O:48])=[N:29][C:28]=1[CH3:49])(=[O:26])[CH3:25]. Procedure: Following the procedure as described in Example 6, making variations as required to replace ethyl 4-methyl-2-(2-oxo-3-phenylimidazolidin-1-yl)thiazole-5-carboxylate with methyl 4-((3-(5-acetyl-4-methylthiazol-2-yl)-2-oxoimidazolidin-1-yl)methyl)benzoate, the title compound was obtained in 85% yield: 1H NMR (300 MHz, DMSO-d6) δ 12.89 (br s, 1H), 7.90 (d, J=7.5 Hz, 2H), 7.39 (d, J=7.5 Hz, 2H), 4.49 (s, 2H), 4.05-3.90 (m, 2H), 3.52-3.40 (m, 2H), 2.51 (s, 3H), 2.42 (s, 3H); MS (ES+) m/z 360.1 (M+1). Starting materials: O (water), C[Li] (CH3Li), C1=CC=CC1 (cyclopentadiene), BrCCCCCCC(=O)OCC (ethyl 7-bromoheptanoate). Run in O1CCCC1 (tetrahydrofuran). Conditions: time 3 hour. Yields the product C(=O)(OCC)C(CC1=C=CC=C1)CCCC (2-carboethoxyhexyl-2-cyclopentene-1,4-diene). RXN SMILES: [CH3:1][Li].[CH:3]1[CH2:7][CH:6]=[CH:5][CH:4]=1.BrC[CH2:10][CH2:11][CH2:12][CH2:13][CH2:14][C:15]([O:17][CH2:18][CH3:19])=[O:16].O>O1CCCC1>[C:15]([CH:14]([CH2:13][CH2:12][CH2:11][CH3:10])[CH2:1][C:4]1[CH:3]=[CH:7][CH:6]=[C:5]=1)([O:17][CH2:18][CH3:19])=[O:16]. Procedure details: A solution of CH3Li(1.95 M, 0.65 mole, 333 ml.) was added under nitrogen to a magnetically stirred solution of freshly distilled cyclopentadiene (60 ml., 0.68 mole) in dry tetrahydrofuran (THF) (550 ml.) with ice bath cooling. To this resulting white suspension ethyl 7-bromoheptanoate (120 g., 0.54 mole) was added dropwise over a period of one-half hour. The mixture was allowed to warm to room temperature and stirred for 3 hours. The resulting clear solution was poured into water and extracted w... Starting materials: CCNc1nc(C(OC)OC)ccc1C(=O)c1cccc(Cl)c1, Cl, [Na+], C1CCOC1, [OH-]. Product: CCNc1nc(C=O)ccc1C(=O)c1cccc(Cl)c1. Reaction SMILES: [Cl:1][c:2]1[cH:3][c:4]([C:5](=[O:6])[c:7]2[c:8]([NH:18][CH2:19][CH3:20])[n:9][c:10]([CH:13]([O:14][CH3:17])[O:15][CH3:16])[cH:11][cH:12]2)[cH:21][cH:22][cH:23]1.[ClH:24].[Na+:26].[O:27]1[CH2:28][CH2:29][CH2:30][CH2:31]1.[OH-:25]>>[Cl:1][c:2]1[cH:3][c:4]([C:5](=[O:6])[c:7]2[c:8]([NH:18][CH2:19][CH3:20])[n:9][c:10]([CH:13]=[O:14])[cH:11][cH:12]2)[cH:21][cH:22][cH:23]1.